This data is from the Open Reaction Database (ORD), a public repository of structured organic reaction records. The task is: describe an organic reaction: reactants, conditions, products, and yield The reactants are C(C)(C)(C)OC(NC=1SC=C(N1)COC)=O (tert-Butyl-4-(methoxymethyl)thiazol-2-ylcarbamate), Cl.O1CCOCC1 (HCl dioxane). Product: Cl.COCC=1N=C(SC1)N (4-(Methoxymethyl)thiazol-2-amine hydrochloride). RXN SMILES: C(OC(=O)[NH:7][C:8]1[S:9][CH:10]=[C:11]([CH2:13][O:14][CH3:15])[N:12]=1)(C)(C)C.[ClH:17].O1CCOCC1>>[ClH:17].[CH3:15][O:14][CH2:13][C:11]1[N:12]=[C:8]([NH2:7])[S:9][CH:10]=1 |f:1.2,3.4|. Procedure: Carbamate IV (Example 5) (254 mg, 1.04 mmol) was stirred with HCl/dioxane (4 M, 15 mL) for 24 hours, the mixture was allowed to warm from 0° C. to ambient temperature over this period. Volatiles were removed under reduced pressure and the residue was azeotroped several times with toluene. 1H NMR (300 MHz, CD3OD) δ 3.37 (s, 3H), 4.34 (s, 2H), 6.82 (s, 1H). Reactants: CN(CCN1CC=C(c2cccc([N+](=O)[O-])c2)CC1)C(=O)OC(C)(C)C, CO. Yields the product CN(CCN1CC=C(c2cccc(N)c2)CC1)C(=O)OC(C)(C)C. As a reaction SMILES: [CH3:1][N:2]([C:3]([O:4][C:5]([CH3:6])([CH3:7])[CH3:8])=[O:9])[CH2:10][CH2:11][N:12]1[CH2:13][CH:14]=[C:15]([c:18]2[cH:19][c:20]([N+:24]([O-:25])=[O:26])[cH:21][cH:22][cH:23]2)[CH2:16][CH2:17]1.[CH3:27][OH:28]>>[CH3:1][N:2]([C:3]([O:4][C:5]([CH3:6])([CH3:7])[CH3:8])=[O:9])[CH2:10][CH2:11][N:12]1[CH2:13][CH:14]=[C:15]([c:18]2[cH:19][c:20]([NH2:24])[cH:21][cH:22][cH:23]2)[CH2:16][CH2:17]1.